The task is: describe an organic reaction: reactants, conditions, products, and yield. This data is from the Open Reaction Database (ORD), a public repository of structured organic reaction records. Reactants: [Cu]C#N (copper (I) cyanide), C(C=C)Br (allyl bromide), C(C(C)C)[Mg]Br (isobutylmagnesium bromide), C(CCC)[Li] (n-butyl lithium), BrC=1C=CC(=C(C(=O)OC(C)(C)C)C1)Cl (tert-butyl 5-bromo-2-chlorobenzoate). Solvent: C1CCOC1 (THF). Reaction conditions: temperature 0 celsius, time 30 minute. Yields the product C(C=C)C=1C=CC(=C(C(=O)OC(C)(C)C)C1)Cl (tert-Butyl 5-allyl-2-chlorobenzoate). As a reaction SMILES: [CH2:1]([Mg]Br)[CH:2](C)[CH3:3].C([Li])CCC.Br[C:13]1[CH:14]=[CH:15][C:16]([Cl:26])=[C:17]([CH:25]=1)[C:18]([O:20][C:21]([CH3:24])([CH3:23])[CH3:22])=[O:19].[Cu]C#N.C(Br)C=C>C1COCC1>[CH2:3]([C:13]1[CH:14]=[CH:15][C:16]([Cl:26])=[C:17]([CH:25]=1)[C:18]([O:20][C:21]([CH3:24])([CH3:23])[CH3:22])=[O:19])[CH:2]=[CH2:1]. Reported procedure: At 0° C., isobutylmagnesium bromide (2.0 M ether solution, 1.2 eq.) and n-butyl lithium (2.5 M hexane solution, 2.4 eq.) were added to anhydrous THF (0.3 M). After stirring at 0° C. for 30 min, the reaction mixture was cooled to −40° C. and tert-butyl 5-bromo-2-chlorobenzoate from the previous step (1 eq.) was added over 15 min. The now red solution was stirred at −40° C. for 1 h before copper (I) cyanide (30% loading) was added. The resulting suspension was stirred at −40° C. for 15 min and the...